This data is from the Open Reaction Database (ORD), a public repository of structured organic reaction records. The task is: describe an organic reaction: reactants, conditions, products, and yield Reactants: C(C)(=O)O (acetic acid), C(C)(=O)O[BH-](OC(C)=O)OC(C)=O.[Na+] (sodium triacetoxyborohydride), CC=1N(C=2C=CC=C(C2C1)C=O)S(=O)(=O)C1=CC=CC=C1 (2-Methyl-1-(phenylsulfonyl)-1H-indole-4-carbaldehyde), CC=1N(C=2C=CC=C(C2C1)C=O)S(=O)(=O)C1=CC=CC=C1 (2-Methyl-1-(phenylsulfonyl)-1H-indole-4-carbaldehyde), C(=O)(OC(C)(C)C)N1CCNCC1 (boc-piperazine). Run in C1CCOC1 (THF). Reaction conditions: temperature 130 celsius. Yields the product CC=1N(C2=CC=CC(=C2C1)CN1CCN(CC1)C(=O)OC(C)(C)C)S(=O)(=O)C1=CC=CC=C1 (tert-Butyl 4-{[2-methyl-1-(phenylsulfonyl)-1H-indol-4-yl]methyl}piperazine-1-carboxylate). Yield: 80.0%. RXN SMILES: [CH3:1][C:2]1[N:3]([S:13]([C:16]2[CH:21]=[CH:20][CH:19]=[CH:18][CH:17]=2)(=[O:15])=[O:14])[C:4]2[CH:5]=[CH:6][CH:7]=[C:8]([CH:11]=O)[C:9]=2[CH:10]=1.[C:22]([N:29]1[CH2:34][CH2:33][NH:32][CH2:31][CH2:30]1)([O:24][C:25]([CH3:28])([CH3:27])[CH3:26])=[O:23].C(O)(=O)C.C(O[BH-](OC(=O)C)OC(=O)C)(=O)C.[Na+]>C1COCC1>[CH3:1][C:2]1[N:3]([S:13]([C:16]2[CH:21]=[CH:20][CH:19]=[CH:18][CH:17]=2)(=[O:14])=[O:15])[C:4]2[C:9]([CH:10]=1)=[C:8]([CH2:11][N:32]1[CH2:31][CH2:30][N:29]([C:22]([O:24][C:25]([CH3:28])([CH3:27])[CH3:26])=[O:23])[CH2:34][CH2:33]1)[CH:7]=[CH:6][CH:5]=2 |f:3.4|. Reported procedure: 2-Methyl-1-(phenylsulfonyl)-1H-indole-4-carbaldehyde (94 mg, 0.3 mmol, Intermediate 47) was dissolved in THF (dry) (4 mL) before boc-piperazine (87.7 mg, 0.5 mmol) was added followed by acetic acid (188 mg, 3.1 mmol) and sodium triacetoxyborohydride (199 mg, 0.9 mmol) was added. The reaction mixture was heated in microwave for 720 s at 130° C. The solvent was evaporated, added water and DCM. Separated the phases and extracted the aqueous phase with DCM twice. The combined organic phases were dri... Starting materials: C(C=C)N1C(=NC=C(C1=O)NC(=O)OCC1=CC=CC=C1)C1=CC=CC=C1 (1-allyl-5-benzyloxycarbonylamino-2-phenylpyrimid-6(1H)-one), C[N+]1(CCOCC1)[O-] (N-methylmorpholine-N-oxide), O1CCCC1 (tetrahydrofuran), S(=S)(=O)([O-])[O-].[Na+].[Na+] (Sodium thiosulfate), C[N+]1(CCOCC1)[O-] (N-Methylmorpholine-N-oxide), I(=O)(=O)(=O)[O-].[Na+] (sodium periodate). Reagents/catalysts: [Os](=O)(=O)(=O)=O (osmium tetroxide). Run in C(C)(=O)OCC (ethyl acetate), O (water), C(C)O (ethanol), O (water). Run at time 8 hour. Product: C(C1=CC=CC=C1)OC(=O)NC1=CN=CN(C1=O)C(CC1=CC=CC=C1)=O (5-benzyloxycarbonylamino-6-oxo-2-phenyl-1,6-dihydro-1-pyrimidinylacetaldehyde). Reaction SMILES: [CH2:1]([N:4]1[C:9](=[O:10])[C:8]([NH:11][C:12]([O:14][CH2:15][C:16]2[CH:21]=[CH:20][CH:19]=[CH:18][CH:17]=2)=[O:13])=[CH:7][N:6]=[C:5]1C1C=CC=CC=1)[CH:2]=[CH2:3].C[N+]1([O-])[CH2:34][CH2:33]OCC1.S([O-])([O-])(=O)=S.[Na+].[Na+].I([O-])(=O)(=O)=[O:44].[Na+].O1C[CH2:52][CH2:51][CH2:50]1>O.C(OCC)(=O)C.C(O)C.[Os](=O)(=O)(=O)=O>[CH2:15]([O:14][C:12]([NH:11][C:8]1[C:9](=[O:10])[N:4]([C:1](=[O:44])[CH2:2][C:3]2[CH:34]=[CH:33][CH:52]=[CH:51][CH:50]=2)[CH:5]=[N:6][CH:7]=1)=[O:13])[C:16]1[CH:17]=[CH:18][CH:19]=[CH:20][CH:21]=1 |f:2.3.4,5.6|. Procedure details: To a solution of 1-allyl-5-benzyloxycarbonylamino-2-phenylpyrimid-6(1H)-one in tetrahydrofuran (200 mL) and water (30 mL) was added N-methylmorpholine-N-oxide (9.82 g) and osmium tetroxide (4.4 mL, 4% in water). The resulting solution was allowed to stir overnight. N-Methylmorpholine-N-oxide (1.65 g) was added and the solution was allowed to stir for 4 h. Sodium thiosulfate (saturated aqueous solution, 10 mL) and diatomoaceous earth (30 g) were added and the mixture was stirred for 0.5 h. The mi... Reactants: CC(C)(C)OC(=O)N1CCCC(CNc2cc(Nc3cnc(C#N)cn3)ncc2[N+](=O)[O-])C1, CCO, O, Cl[Sn]Cl. Yields the product CC(C)(C)OC(=O)N1CCCC(CNc2cc(Nc3cnc(C#N)cn3)ncc2N)C1. As a reaction SMILES: [C:1](#[N:2])[c:3]1[n:4][cH:5][c:6]([NH:9][c:10]2[n:11][cH:12][c:13]([N+:31]([O-:32])=[O:33])[c:14]([NH:16][CH2:17][CH:18]3[CH2:19][N:20]([C:24](=[O:25])[O:26][C:27]([CH3:28])([CH3:29])[CH3:30])[CH2:21][CH2:22][CH2:23]3)[cH:15]2)[n:7][cH:8]1.[CH3:38][CH2:39][OH:40].[OH2:34].[Sn:35]([Cl:36])[Cl:37]>>[C:1](#[N:2])[c:3]1[n:4][cH:5][c:6]([NH:9][c:10]2[n:11][cH:12][c:13]([NH2:31])[c:14]([NH:16][CH2:17][CH:18]3[CH2:19][N:20]([C:24](=[O:25])[O:26][C:27]([CH3:28])([CH3:29])[CH3:30])[CH2:21][CH2:22][CH2:23]3)[cH:15]2)[n:7][cH:8]1. The reactants are CCO, CC(=O)O, FC(F)(F)C(CCCCI)CC(F)(C(F)(F)F)C(F)(F)F, [K+], N#C[S-]. The product is N#CSCCCCC(CC(F)(C(F)(F)F)C(F)(F)F)C(F)(F)F. As a reaction SMILES: [CH3:22][CH2:23][OH:24].[CH3:29][C:30](=[O:31])[OH:32].[F:1][C:2]([C:3]([CH2:4][CH:5]([CH2:6][CH2:7][CH2:8][CH2:9][I:10])[C:11]([F:12])([F:13])[F:14])([C:15]([F:16])([F:17])[F:18])[F:19])([F:20])[F:21].[K+:25].[S-:26][C:27]#[N:28]>>[F:1][C:2]([C:3]([CH2:4][CH:5]([CH2:6][CH2:7][CH2:8][CH2:9][S:26][C:27]#[N:28])[C:11]([F:12])([F:13])[F:14])([C:15]([F:16])([F:17])[F:18])[F:19])([F:20])[F:21]. Starting materials: O=c1cc(OCc2ccccc2)ccn1-c1ccc(OC2CCNC2)cc1, CCOC(C)=O, CO, O=C1CCCC1. Product: O=c1cc(OCc2ccccc2)ccn1-c1ccc(OC2CCN(C3CCCC3)C2)cc1. RXN SMILES: [CH2:9]([c:10]1[cH:11][cH:12][cH:13][cH:14][cH:15]1)[O:16][c:17]1[cH:18][c:19](=[O:35])[n:20](-[c:23]2[cH:24][cH:25][c:26]([O:29][CH:30]3[CH2:31][NH:32][CH2:33][CH2:34]3)[cH:27][cH:28]2)[cH:21][cH:22]1.[CH3:36][CH2:37][O:38][C:39](=[O:40])[CH3:41].[CH3:7][OH:8].[O:1]=[C:2]1[CH2:3][CH2:4][CH2:5][CH2:6]1>>[CH:2]1([N:32]2[CH2:31][CH:30]([O:29][c:26]3[cH:25][cH:24][c:23](-[n:20]4[c:19](=[O:35])[cH:18][c:17]([O:16][CH2:9][c:10]5[cH:11][cH:12][cH:13][cH:14][cH:15]5)[cH:22][cH:21]4)[cH:28][cH:27]3)[CH2:34][CH2:33]2)[CH2:3][CH2:4][CH2:5][CH2:6]1.